Dataset: the Open Reaction Database (ORD), a public repository of structured organic reaction records. Task: describe an organic reaction: reactants, conditions, products, and yield Reactants: C1CCOC1, CON(C)C(=O)c1ccc(C(F)(F)F)nc1C#C[Si](C)(C)C, CO, O. Yields the product C#Cc1nc(C(F)(F)F)ccc1C(=O)N(C)OC. As a reaction SMILES: [CH2:23]1[O:24][CH2:25][CH2:26][CH2:27]1.[CH3:1][O:2][N:3]([C:4]([c:5]1[c:6]([C:15]#[C:16][Si:17]([CH3:18])([CH3:19])[CH3:20])[n:7][c:8]([C:11]([F:12])([F:13])[F:14])[cH:9][cH:10]1)=[O:21])[CH3:22].[CH3:28][OH:29].[OH2:30]>>[CH3:1][O:2][N:3]([C:4]([c:5]1[c:6]([C:15]#[CH:16])[n:7][c:8]([C:11]([F:12])([F:13])[F:14])[cH:9][cH:10]1)=[O:21])[CH3:22]. Reaction conditions: temperature 50 celsius. Isolated yield 110.4%. RXN SMILES: [N+:1]([C:4]1[CH:5]=[CH:6][C:7]([NH:10][CH2:11][C:12]([F:15])([F:14])[F:13])=[N:8][CH:9]=1)([O-:3])=[O:2].[C:16](=O)([O-])[O-].[Cs+].[Cs+].IC>CN(C=O)C>[CH3:16][N:10]([C:7]1[CH:6]=[CH:5][C:4]([N+:1]([O-:3])=[O:2])=[CH:9][N:8]=1)[CH2:11][C:12]([F:15])([F:13])[F:14] |f:1.2.3|. Yields the product CN(CC(F)(F)F)C1=NC=C(C=C1)[N+](=O)[O-] (methyl-(5-nitro-pyridin-2-yl)-(2,2,2-trifluoro-ethyl)-amine). Reported procedure: A mixture of (5-nitro-pyridin-2-yl)-(2,2,2-trifluoro-ethyl)-amine (230 mg, 1.04 mmol), cesium carbonate (730 mg, 2.07 mmol) and iodomethane (0.59 mL, 4.18 mmol) in DMF (4 mL) was heated in a sealed tube at 50° C. for 3 hr. The reaction mixture was evaporated to dryness and the crude was partitioned between methylene chloride and water. The organic layer was dried over magnesium sulfate, filtered and concentrated to give methyl-(5-nitro-pyridin-2-yl)-(2,2,2-trifluoro-ethyl)-amine (270 mg, crude) ... Solvent: CN(C)C=O (DMF). The reactants are [N+](=O)([O-])C=1C=CC(=NC1)NCC(F)(F)F ((5-nitro-pyridin-2-yl)-(2,2,2-trifluoro-ethyl)-amine), C([O-])([O-])=O.[Cs+].[Cs+] (cesium carbonate), IC (iodomethane). The reactants are CC(C)O, CN1CCN(CCn2cc3c(n2)CCc2c-3sc3ncnc(Cl)c23)CC1, Nc1ccc(N2CCOCC2)c(Cl)c1, Cl, C1COCCO1. The product is CN1CCN(CCn2cc3c(n2)CCc2c-3sc3ncnc(Nc4ccc(N5CCOCC5)c(Cl)c4)c23)CC1. RXN SMILES: [CH:48]([OH:49])([CH3:50])[CH3:51].[Cl:1][c:2]1[n:3][cH:4][n:5][c:6]2[c:7]1[c:8]1[c:9]([s:26]2)-[c:10]2[cH:11][n:12]([CH2:17][CH2:18][N:19]3[CH2:20][CH2:21][N:22]([CH3:25])[CH2:23][CH2:24]3)[n:13][c:14]2[CH2:15][CH2:16]1.[Cl:27][c:28]1[cH:29][c:30]([NH2:31])[cH:32][cH:33][c:34]1[N:35]1[CH2:36][CH2:37][O:38][CH2:39][CH2:40]1.[ClH:41].[O:42]1[CH2:43][CH2:44][O:45][CH2:46][CH2:47]1>>[c:2]1([NH:31][c:30]2[cH:29][c:28]([Cl:27])[c:34]([N:35]3[CH2:36][CH2:37][O:38][CH2:39][CH2:40]3)[cH:33][cH:32]2)[n:3][cH:4][n:5][c:6]2[c:7]1[c:8]1[c:9]([s:26]2)-[c:10]2[cH:11][n:12]([CH2:17][CH2:18][N:19]3[CH2:20][CH2:21][N:22]([CH3:25])[CH2:23][CH2:24]3)[n:13][c:14]2[CH2:15][CH2:16]1. The reactants are C(=O)(O)[O-].[Na+] (NaHCO3), COC1=CC=C2C(=CCCC2=C1)C (Dihydro-7-methoxy-4-methylnaphthalene), O (water), [Mg+2].C(C=1C(C(=O)[O-])=CC=CC1)(=O)O[O-] (Monoperoxyphthalic acid magnesium salt). The solvent is C(C)(C)O (isopropanol). Run at time 2 hour. Product: COC1=CC=C2CCC(C(C2=C1)C)=O (7-methoxy-1-methyl-2-tetralone). Reaction SMILES: [CH3:1][O:2][C:3]1[CH:12]=[C:11]2[C:6]([C:7](C)=[CH:8][CH2:9][CH2:10]2)=[CH:5][CH:4]=1.[Mg+2].C(O[O-])(=O)C1C(=CC=CC=1)C([O-])=O.O.[C:29]([O-:32])(O)=O.[Na+]>C(O)(C)C>[CH3:1][O:2][C:3]1[CH:12]=[C:11]2[C:6]([CH2:7][CH2:8][C:29](=[O:32])[CH:10]2[CH3:9])=[CH:5][CH:4]=1 |f:1.2,4.5|. Procedure: Dihydro-7-methoxy-4-methylnaphthalene (20.87 g) was dissolved in isopropanol (100 ml) and cooled in an ice bath. Monoperoxyphthalic acid magnesium salt (mmpp) (17 g) was added, then water (50 ml) was added and the mixture was stirred at room temperature for 2 hours. When oxidation was complete, the product mixture was hydrolyzed with aqueous NaHCO3, partially evaporated and extracted with ethylacetate. The latter extract was washed with brine and evaporated. The residue was dissolved in a mixtur... The reactants are C(=O)(OC(C)(C)C)NC1=C(C(=O)O)C=C(C=C1)C(F)(F)F (N-Boc 2-amino-5-(trifluoromethyl)benzoic acid), methyl ester, ester, C(=O)([O-])[O-].[K+].[K+] (K2CO3), ClC1=CC=C(CBr)C=C1 (para-chlorobenzyl bromide). Solvent: CCOC(=O)C (EtOAc), CN(C)C=O (DMF). Reaction conditions: time 1.5 hour. The product is C(=O)(OC(C)(C)C)NCC1=CC=CC=C1 (N-Boc benzylamine). RXN SMILES: [C:1]([NH:8]C1C=CC(C(F)(F)F)=CC=1C(O)=O)([O:3][C:4]([CH3:7])([CH3:6])[CH3:5])=[O:2].C([O-])([O-])=O.[K+].[K+].Cl[C:29]1[CH:36]=[CH:35][C:32]([CH2:33]Br)=[CH:31][CH:30]=1>CN(C=O)C.CCOC(C)=O>[C:1]([NH:8][CH2:33][C:32]1[CH:35]=[CH:36][CH:29]=[CH:30][CH:31]=1)([O:3][C:4]([CH3:7])([CH3:6])[CH3:5])=[O:2] |f:1.2.3|. Procedure details: The compound N-Boc 2-amino-5-(trifluoromethyl)benzoic acid (S. Takagishi, et al., Synlett 1992, 360) was transformed into its methyl ester as described in procedure (80a). A solution of this ester (125 mg, 0.39 mmol) in DMF (6 mL) was charged with K2CO3 (216 mg, 1.6 mmol) and para-chlorobenzyl bromide (160 mg, 0.78 mmol). After 1.5 h, the solution was diluted with EtOAc and was washed with brine solution followed by 1N HCl solution. The organic layer was then washed with Na2CO3 solution, water, ... Starting materials: [C-]#N, O=C(Cl)c1cccc(Cl)c1Cl, [Na], Cc1ccccc1C. Product: N#CC(=O)c1cccc(Cl)c1Cl. As a reaction SMILES: [C-:12]#[N:13].[Cl:1][c:2]1[c:3]([C:4](=[O:5])[Cl:6])[cH:7][cH:8][cH:9][c:10]1[Cl:11].[Na:22].[c:14]1([CH3:15])[c:16]([CH3:17])[cH:18][cH:19][cH:20][cH:21]1>>[Cl:1][c:2]1[c:3]([C:4](=[O:5])[C:12]#[N:13])[cH:7][cH:8][cH:9][c:10]1[Cl:11]. As a reaction SMILES: ON1C2C=CC=CC=2N=N1.[NH2:11][CH2:12][CH2:13][CH2:14][N:15]1[CH2:20][CH2:19][O:18][CH2:17][CH2:16]1.Cl.CN(C)CCCN=C=NCC.[Cl:33][C:34]1[CH:55]=[CH:54][C:37]([O:38][C:39]2[C:48]3[C:43](=[CH:44][C:45]([O:52][CH3:53])=[C:46]([C:49](O)=[O:50])[CH:47]=3)[N:42]=[CH:41][CH:40]=2)=[C:36]([F:56])[CH:35]=1>CN(C=O)C.O.C(N(CC)CC)C>[Cl:33][C:34]1[CH:55]=[CH:54][C:37]([O:38][C:39]2[C:48]3[C:43](=[CH:44][C:45]([O:52][CH3:53])=[C:46]([C:49]([NH:11][CH2:12][CH2:13][CH2:14][N:15]4[CH2:20][CH2:19][O:18][CH2:17][CH2:16]4)=[O:50])[CH:47]=3)[N:42]=[CH:41][CH:40]=2)=[C:36]([F:56])[CH:35]=1 |f:2.3|. The reactants are ON1N=NC2=C1C=CC=C2 (N-Hydroxybenzotriazole), NCCCN1CCOCC1 (N-(3-aminopropyl)morpholine), Cl.CN(CCCN=C=NCC)C (1-(3-dimethylaminopropyl)-3-ethylcarbodiimide hydrochloride), ClC1=CC(=C(OC2=CC=NC3=CC(=C(C=C23)C(=O)O)OC)C=C1)F (4-(4-chloro-2-fluorophenoxy)-7-methoxyquinoline-6-carboxylic acid), resultant suspension. Procedure: N-Hydroxybenzotriazole (0.104 g), triethylamine (0.095 ml), N-(3-aminopropyl)morpholine (0.11 ml) and 1-(3-dimethylaminopropyl)-3-ethylcarbodiimide hydrochloride (0.142 g) were added in turn to a stirred mixture of 4-(4-chloro-2-fluorophenoxy)-7-methoxyquinoline-6-carboxylic acid (0.2 g) in DMF (5 ml). The reaction mixture was stirred at ambient temperature for 16 hours. Water (20 ml) was added and the resultant suspension was transferred onto a C18 reversed-phase silica gel chromatography colum... Reaction conditions: time 16 hour. Yields the product ClC1=CC(=C(OC2=CC=NC3=CC(=C(C=C23)C(=O)NCCCN2CCOCC2)OC)C=C1)F (4-(4-chloro-2-fluorophenoxy)-7-methoxy-N-(3-morpholinopropyl)quinoline-6-carboxamide). Solvent: CN(C)C=O (DMF), C(C)N(CC)CC (triethylamine), O (Water).